From a dataset of the Open Reaction Database (ORD), a public repository of structured organic reaction records. describe an organic reaction: reactants, conditions, products, and yield Reactants: B.O1CCCC1 (Borane tetrahydrofuran), FC1=C(C=CC(=C1)O)CC(=O)O ((2-fluoro-4-hydroxyphenyl)acetic acid), O (Water). Solvent: C1CCOC1 (THF). Conditions: temperature -10 celsius, time 2 hour. The product is FC=1C=C(C=CC1CCO)O (3-Fluoro-4-(2-hydroxyethyl)phenol). As a reaction SMILES: B.O1CCCC1.[F:7][C:8]1[CH:13]=[C:12]([OH:14])[CH:11]=[CH:10][C:9]=1[CH2:15][C:16](O)=[O:17].O>C1COCC1>[F:7][C:8]1[CH:13]=[C:12]([OH:14])[CH:11]=[CH:10][C:9]=1[CH2:15][CH2:16][OH:17] |f:0.1|. Procedure details: Borane-tetrahydrofuran complex (1.0 M solution in THF, 22 ml, 0.02200 mol) was added dropwise to the solution of (2-fluoro-4-hydroxyphenyl)acetic acid (P. C. Belanger et al. EP 106565 B1, 2.27 g, 0.01145 mol) in dry THF (40 ml) under nitrogen at −10° C., and the resulting solution was stirred for 2 h at −10° C. Water was added and the product was extracted into ethyl acetate. The combined extracts were washed with water, dried and evaporated in vacuo to give the product. 1H NMR (400 MHz, DMSO-d6...